The task is: describe an organic reaction: reactants, conditions, products, and yield. This data is from the Open Reaction Database (ORD), a public repository of structured organic reaction records. Reactants: C1(=C(C=CC=C1)P(C1=C(C=CC=C1)C)C1=C(C=CC=C1)C)C (tri(2-tolyl)phosphine), BrC=1C=CC2=C(C=3C(NC(=NC3C=C2)C)=O)C1 (9-bromo-3-methylbenzo[f]quinazolin-1(2H)-one), C(=C)C1=CC=C(C(=O)O)C=C1 (4-vinylbenzoic acid), C1(=C(C=CC=C1)P(C1=C(C=CC=C1)C)C1=C(C=CC=C1)C)C (tri (2-tolyl) phosphine). The reagents and catalysts are C(C)(=O)[O-].[Pd+2].C(C)(=O)[O-] (palladium acetate), C(C)(=O)[O-].[Pd+2].C(C)(=O)[O-] (palladium acetate). The solvent is CN1CCOCC1 (N-methylmorpholine). Product: CC1=NC=2C=CC3=C(C2C(N1)=O)C=C(C=C3)C=CC3=CC=C(C(=O)O)C=C3 (4-(2-(1,2-dihydro-3-methyl-1-oxobenzo[f]quinazolin-9-yl)vinyl)benzoic acid). RXN SMILES: Br[C:2]1[CH:3]=[CH:4][C:5]2[CH:14]=[CH:13][C:12]3[N:11]=[C:10]([CH3:15])[NH:9][C:8](=[O:16])[C:7]=3[C:6]=2[CH:17]=1.[CH:18]([C:20]1[CH:28]=[CH:27][C:23]([C:24]([OH:26])=[O:25])=[CH:22][CH:21]=1)=[CH2:19].C1(C)C=CC=CC=1P(C1C=CC=CC=1C)C1C=CC=CC=1C>CN1CCOCC1.C([O-])(=O)C.[Pd+2].C([O-])(=O)C>[CH3:15][C:10]1[NH:9][C:8](=[O:16])[C:7]2[C:6]3[CH:17]=[C:2]([CH:19]=[CH:18][C:20]4[CH:28]=[CH:27][C:23]([C:24]([OH:26])=[O:25])=[CH:22][CH:21]=4)[CH:3]=[CH:4][C:5]=3[CH:14]=[CH:13][C:12]=2[N:11]=1 |f:4.5.6|. Procedure: A solution of 9-bromo-3-methylbenzo[f]quinazolin-1(2H)-one (0.87 g, 3.0 mmol), 4-vinylbenzoic acid (0.87 g, 5.9 mmol), palladium acetate (0.45 g, 2.0 mmol), and tri (2-tolyl) phosphine (1.2 g, 3.9 mmol) in N-methylmorpholine (90 ml) was stirred under nitrogen at reflux for 1 hour. Additional palladium acetate (0.45 g, 2.0 mmol) and tri(2-tolyl)phosphine (1.2 g, 3.9 mmol) were added and the reaction mixture was refluxed for a further 4 hours. The resulting suspension was allowed to cool, the soli... Starting materials: C(C)(C)(C)OC(CNCCO)=O (N-(2-hydroxyethyl)glycine t-butyl ester), C(CCCCCCCCCCCCC)(=O)O[C@@H](CC(=O)O)CCCCCCCCCCC ((R)-3-tetradecanoyloxytetradecanoic acid), C(CCl)Cl.CI (EDC·MeI). Yields the product C(C)(C)(C)OC(CN(C(C[C@@H](CCCCCCCCCCC)OC(CCCCCCCCCCCCC)=O)=O)CCO)=O (N-(2-hydroxyethyl)-N-[(R)-3-tetradecanoyloxytetradecanoyl]glycine t-butyl ester). Isolated yield 52.6%. RXN SMILES: [C:1]([O:5][C:6](=[O:12])[CH2:7][NH:8][CH2:9][CH2:10][OH:11])([CH3:4])([CH3:3])[CH3:2].[C:13]([O:28][C@H:29]([CH2:34][CH2:35][CH2:36][CH2:37][CH2:38][CH2:39][CH2:40][CH2:41][CH2:42][CH2:43][CH3:44])[CH2:30][C:31](O)=[O:32])(=[O:27])[CH2:14][CH2:15][CH2:16][CH2:17][CH2:18][CH2:19][CH2:20][CH2:21][CH2:22][CH2:23][CH2:24][CH2:25][CH3:26].C(Cl)CCl.CI>>[C:1]([O:5][C:6](=[O:12])[CH2:7][N:8]([CH2:9][CH2:10][OH:11])[C:31](=[O:32])[CH2:30][C@H:29]([O:28][C:13](=[O:27])[CH2:14][CH2:15][CH2:16][CH2:17][CH2:18][CH2:19][CH2:20][CH2:21][CH2:22][CH2:23][CH2:24][CH2:25][CH3:26])[CH2:34][CH2:35][CH2:36][CH2:37][CH2:38][CH2:39][CH2:40][CH2:41][CH2:42][CH2:43][CH3:44])([CH3:4])([CH3:2])[CH3:3] |f:2.3|. Reported procedure: In the same manner as described in Example 2-(5), N-(2-hydroxyethyl)glycine t-butyl ester (0.25 g, 1.43 mmol) was acylated with (R)-3-tetradecanoyloxytetradecanoic acid (0.714 g, 1.57 mmol) in the presence of EDC·MeI (0.466 g, 1.57 mmol) to give 0.46 g (51%) of N-(2-hydroxyethyl)-N-[(R)-3-tetradecanoyloxytetradecanoyl]glycine t-butyl ester as an amorphous solid: 1H NMR (CDCl3) δ 0.88 (t, 6H, J=6.5 Hz), 1.15-1.7 (m, 51H), 2.26 (t, 2H, J=7.5 Hz), 2.60 (dd, 1H, J=6.5, 15 Hz), 2.86 (dd, 1H, J=6.7, 1... The reactants are CCOP(=O)(CC#N)OCC, C1CCOC1, CC(C)(C)[O-], [K+], CC(C)(C)OC(=O)N1CCC(=O)CC1. Product: CC(C)(C)OC(=O)N1CCC(=CC#N)CC1. As a reaction SMILES: [C:7](#[N:8])[CH2:9][P:10](=[O:11])([O:12][CH2:13][CH3:14])[O:15][CH2:16][CH3:17].[CH2:32]1[O:33][CH2:34][CH2:35][CH2:36]1.[CH3:1][C:2]([CH3:3])([O-:4])[CH3:5].[K+:6].[O:18]=[C:19]1[CH2:20][CH2:21][N:22]([C:25](=[O:26])[O:27][C:28]([CH3:29])([CH3:30])[CH3:31])[CH2:23][CH2:24]1>>[C:7](#[N:8])[CH:9]=[C:19]1[CH2:20][CH2:21][N:22]([C:25](=[O:26])[O:27][C:28]([CH3:29])([CH3:30])[CH3:31])[CH2:23][CH2:24]1. Starting materials: O=C1C(=COC2=C1C=CC=C2)C=O (4-oxo-4H-1-benzopyran-3-carboxaldehyde), nitrile, Cl.NO (hydroxylamine hydrochloride), C(=O)[O-].[Na+] (sodium formate), C(=O)O (formic acid), crystals. Solvent: O (Water). Yields the product O=C1C(=COC2=C1C=CC=C2)C#N (4-Oxo-4H-1-Benzopyran-3-carbonitrile). Reaction SMILES: [O:1]=[C:2]1[C:7]2[CH:8]=[CH:9][CH:10]=[CH:11][C:6]=2[O:5][CH:4]=[C:3]1[CH:12]=O.Cl.[NH2:15]O.C([O-])=O.[Na+].C(O)=O>O>[O:1]=[C:2]1[C:7]2[CH:8]=[CH:9][CH:10]=[CH:11][C:6]=2[O:5][CH:4]=[C:3]1[C:12]#[N:15] |f:1.2,3.4|. Reported procedure: A mixture of 26.1 g. (0.15 mole) of 4-oxo-4H-1-benzopyran-3-carboxaldehyde, 13.1 g. (0.19 mole) of hydroxylamine hydrochloride, 18.4 g. (0.27 mole) of sodium formate and 250 ml of 99% formic acid was heated with stirring at reflux for 21/2 hours. Water was added to 1-liter volume. The separated solid was filtered from the cooled mixture, washed well with water and dried to give 13 g. (51%) of crude nitrile melting at 138°-145°C. Recrystallization from ethylacetate gave pure, white crystals melti...